This data is from the Open Reaction Database (ORD), a public repository of structured organic reaction records. The task is: describe an organic reaction: reactants, conditions, products, and yield Reactants: C(CC)I (Propyl iodide), OC1=NC(=NC(=C1)O)S (4,6-dihydroxy-2-mercaptopyrimidine), [OH-].[Na+] (sodium hydroxide). The solvent is O (water). Product: C(CC)SC=1NC(CC(N1)=O)=O (2-(Propylthio)-4,6(1H,5H)-pyrimidinedione). As a reaction SMILES: [CH2:1](I)[CH2:2][CH3:3].[OH:5][C:6]1[CH:11]=[C:10]([OH:12])[N:9]=[C:8]([SH:13])[N:7]=1.[OH-].[Na+]>O>[CH2:1]([S:13][C:8]1[NH:9][C:10](=[O:12])[CH2:11][C:6](=[O:5])[N:7]=1)[CH2:2][CH3:3] |f:2.3|. Procedure details: Propyl iodide (136 ml) was added to a suspension of 4,6-dihydroxy-2-mercaptopyrimidine (200 g) in water (800 ml), containing sodium hydroxide (55.6 g). The reaction mixture was stirred for 2 weeks then concentrated to half volume, 2N hydrochloric acid added and the product isolated by filtration (167 g). The reactants are anhydride, N([C@@H](CC1=CC=C2C=CC=CC2=C1)C(=O)O)C(=O)OC(C)(C)C (BOC-β-Nal-OH), [NH4+].[OH-] (NH4OH). Product: N([C@@H](CC1=CC=C2C=CC=CC2=C1)C(=O)N)C(=O)OC(C)(C)C (BOC-β-Nal-NH2). Isolated yield 96.0%. Reaction SMILES: [NH:1]([C:17]([O:19][C:20]([CH3:23])([CH3:22])[CH3:21])=[O:18])[C@H:2]([C:14](O)=[O:15])[CH2:3][C:4]1[CH:13]=[C:12]2[C:7]([CH:8]=[CH:9][CH:10]=[CH:11]2)=[CH:6][CH:5]=1.[NH4+:24].[OH-]>>[NH:1]([C:17]([O:19][C:20]([CH3:23])([CH3:22])[CH3:21])=[O:18])[C@H:2]([C:14]([NH2:24])=[O:15])[CH2:3][C:4]1[CH:13]=[C:12]2[C:7]([CH:8]=[CH:9][CH:10]=[CH:11]2)=[CH:6][CH:5]=1 |f:1.2|. Procedure: The product was prepared in 96% yield by reaction of the mixed anhydride from BOC-β-Nal-OH (682 mg, 2.17 mmol) with conc. NH4OH according to the procedure of Rzeszotarska, B., Makowski, M., and Kubica, Z. Org. Prep. Proc. Int.1984, 16:136-139. 1H-NMR (CDCl3): δ1.40 (s, 9H), 3.24 (m, 2H), 4.47 (m, 1H), 5.10 (br s, 1H), 5.37 (br s, 1H), 5.75 (br s, 1H), 7.49 (dd, J=2 Hz and 9 Hz, 1H), 7.47 (m, 2H), 7.69 (s, 1H), 7.80 (m, 3H). MS (DCl): m/e 315 (M+H)+, 259, 215. Reactants: FC=1C=C(C=C(C1)F)C(CC(=O)O)CC(=O)O (3-(3,5-difluorophenyl)glutaric acid). Run in CO.ClCCl (methanol dichloromethane). Yields the product FC1=C2C(CC(C2=CC(=C1)F)CC(=O)O)=O (2-(4,6-difluoro-3-oxo-1-indanyl)acetic acid). The yield is 23.1%. RXN SMILES: [F:1][C:2]1[CH:3]=[C:4]([CH:9]([CH2:14][C:15]([OH:17])=O)[CH2:10][C:11]([OH:13])=[O:12])[CH:5]=[C:6]([F:8])[CH:7]=1>CO.ClCCl>[F:8][C:6]1[CH:7]=[C:2]([F:1])[CH:3]=[C:4]2[C:5]=1[C:15](=[O:17])[CH2:14][CH:9]2[CH2:10][C:11]([OH:13])=[O:12] |f:1.2|. Procedure: This compound was prepared in an analogous manner to that of Example 25d with the replacement of 3-(3-fluorophenyl)glutaric acid with 3-(3,5-difluorophenyl)glutaric acid (9.02 g, 36.9 mmol) and an increase of the heating time from 10 min to 30 min. Chromatography of the collected product on a column of Silica Gel 60 (51×450 mm) with methanol: dichloromethane (4:96) gave a material which was recrystallized from water to give 1.93 g (23%) of 2-(4,6-difluoro-3-oxo-1-indanyl)acetic acid: m.p., 170°-... Starting materials: C(CCC)C=1NC2=CC(=C(C=C2C(N1)=O)C#C[Si](C)(C)C)F (2-butyl-7-fluoro-6-[(trimethylsilyl)ethynyl]-4(1H)-quinazolinone), [OH-].[Na+] (sodium hydroxide). Run in CO (methyl alcohol). Reaction conditions: temperature 60 celsius. Product: C(CCC)C=1NC2=CC(=C(C=C2C(N1)=O)C#C)F (2-Butyl-6-ethynyl-7-fluoro-4(1H)-quinazolinone). Yield: 90.7%. RXN SMILES: [CH2:1]([C:5]1[NH:6][C:7]2[C:12]([C:13](=[O:15])[N:14]=1)=[CH:11][C:10]([C:16]#[C:17][Si](C)(C)C)=[C:9]([F:22])[CH:8]=2)[CH2:2][CH2:3][CH3:4].[OH-].[Na+]>CO>[CH2:1]([C:5]1[NH:6][C:7]2[C:12]([C:13](=[O:15])[N:14]=1)=[CH:11][C:10]([C:16]#[CH:17])=[C:9]([F:22])[CH:8]=2)[CH2:2][CH2:3][CH3:4] |f:1.2|. Reported procedure: A mixture of 1.0 g of 2-butyl-7-fluoro-6-[(trimethylsilyl)ethynyl]-4(1H)-quinazolinone, 20 ml of 1N sodium hydroxide and 25 ml of methyl alcohol is heated at 60° C. for 5 hours then evaporated in vacuo. The residue is dissolved in 100 ml of water and acidified. The resulting solid is collected and dried to afford 700 mg of the desired product as a yellow solid, m.p. 218° C. Product: ClCC(=O)NC(C(=O)OC)=C.C(C=C)(=O)NCN1C(CCC1)=O (Methyl 2-chloracetamidoacrylate N-acryloamidomethyl 2-oxopyrrolidine). Run in CO (methanol). As a reaction SMILES: [Cl:1][CH2:2][C:3]([NH:5][C:6](=[CH2:11])[C:7]([O:9][CH3:10])=[O:8])=[O:4].[C:12]([NH:16][CH2:17][N:18]1[CH2:22][CH2:21][CH2:20][C:19]1=[O:23])(=[O:15])[CH:13]=[CH2:14].OO>CO>[Cl:1][CH2:2][C:3]([NH:5][C:6](=[CH2:11])[C:7]([O:9][CH3:10])=[O:8])=[O:4].[C:12]([NH:16][CH2:17][N:18]1[CH2:22][CH2:21][CH2:20][C:19]1=[O:23])(=[O:15])[CH:13]=[CH2:14] |f:4.5|. Reported procedure: 93.8 g of methyl 2-chloracetamidoacrylate, 31.2 g of N-acrylamidomethyl-2-oxopyrrolidine, 3.5 l. of methanol and 50 g of a 33% hydrogen peroxide solution are placed in a 4 l. photochemical reactor equipped with a 2000 W type Q 2020 original Hanau-type lamp. The solution is heated to 50° C. and irradiated for 6 hours. The reaction mixture is then filtered and the solution is concentrated to 400 g and poured into 5 l. of ethyl ether. The resulting 93 g of polymer is then dried. The water-soluble f... Run at temperature 50 celsius. Starting materials: ClCC(=O)NC(C(=O)OC)=C (methyl 2-chloracetamidoacrylate), C(C=C)(=O)NCN1C(CCC1)=O (N-acrylamidomethyl-2-oxopyrrolidine), OO (hydrogen peroxide).